Dataset: the Open Reaction Database (ORD), a public repository of structured organic reaction records. Task: describe an organic reaction: reactants, conditions, products, and yield Starting materials: Cl (hydrochloric acid), O.C(C)(=O)NC1=CC2=C(N3C(S2)=NC(=C3)C3=CC=CC=C3)C=C1 (7-acetamido-2-phenylimidazo[2,1-b]benzothiazole mono-hydrate). The solvent is COCCO (methylcellosolve). Conditions: time 4 hour. Product: NC1=CC2=C(N3C(S2)=NC(=C3)C3=CC=CC=C3)C=C1 (7-amino-2-phenylimidazo[2,1-b]benzothiazole). Yield: 83.1%. As a reaction SMILES: Cl.O.C([NH:6][C:7]1[CH:24]=[CH:23][C:10]2[N:11]3[CH:16]=[C:15]([C:17]4[CH:22]=[CH:21][CH:20]=[CH:19][CH:18]=4)[N:14]=[C:12]3[S:13][C:9]=2[CH:8]=1)(=O)C>COCCO>[NH2:6][C:7]1[CH:24]=[CH:23][C:10]2[N:11]3[CH:16]=[C:15]([C:17]4[CH:22]=[CH:21][CH:20]=[CH:19][CH:18]=4)[N:14]=[C:12]3[S:13][C:9]=2[CH:8]=1 |f:1.2|. Procedure details: To a mixture of 100 ml of concentrated hydrochloric acid solution and 300 ml of methylcellosolve was added 8.5 g of 7-acetamido-2-phenylimidazo[2,1-b]benzothiazole mono-hydrate and the mixture was stirred for 4 hours at 100°-110° C. The reaction mixture was cooled to form crystals, which were recovered by filtration. The crystals were suspended in 200 ml of methylcellosolve and after alkalifying the suspension by adding concentrated aqueous ammonia, 80 ml of water was added to the mixture follow... The reactants are C(CCC)[Li] (n-butyllithium), C(CCCCCC)=O (heptanal), FC1=C(C=CC=C1)F (1,2-difluorobenzene). The product is FC1=C(C=CC=C1F)C(CCCCCC)O (1-(2,3-Difluorophenyl)heptan-1-ol). As a reaction SMILES: C([Li])CCC.[CH:6](=[O:13])[CH2:7][CH2:8][CH2:9][CH2:10][CH2:11][CH3:12].[F:14][C:15]1[CH:20]=[CH:19][CH:18]=[CH:17][C:16]=1[F:21]>>[F:14][C:15]1[C:16]([F:21])=[CH:17][CH:18]=[CH:19][C:20]=1[CH:6]([OH:13])[CH2:7][CH2:8][CH2:9][CH2:10][CH2:11][CH3:12]. Procedure details: Quantities: n-butyllithium (50 cm3, 10.0M in hexanes, 0.5 mol), heptanal (57 g, 0.5 mol) and 1,2-difluorobenzene (57 g, 0.5 mol). The experimental procedure was as described in Example 16. Starting materials: CC(=O)Cl, CCN(C(C)C)C(C)C, ClCCl, CCOC(=O)C1CCC2(CCOCC2)N1. Product: CCOC(=O)C1CCC2(CCOCC2)N1C(C)=O. Reaction SMILES: [CH3:25][C:26]([Cl:27])=[O:28].[CH:16]([N:17]([CH2:18][CH3:19])[CH:20]([CH3:21])[CH3:22])([CH3:23])[CH3:24].[Cl:29][CH2:30][Cl:31].[NH:1]1[CH:2]([C:11](=[O:12])[O:13][CH2:14][CH3:15])[CH2:3][CH2:4][C:5]12[CH2:6][CH2:7][O:8][CH2:9][CH2:10]2>>[N:1]1([C:26]([CH3:25])=[O:28])[CH:2]([C:11](=[O:12])[O:13][CH2:14][CH3:15])[CH2:3][CH2:4][C:5]12[CH2:6][CH2:7][O:8][CH2:9][CH2:10]2. Reactants: Cc1ccncc1B(O)O, COCCOC, COc1cc2c(cc1C(F)(F)F)N(C(=O)Nc1cc(F)cc(I)c1)CC2, [Na+], [Na+], O=C([O-])[O-], O, [Pd], c1ccc(P(c2ccccc2)c2ccccc2)cc1, c1ccc(P(c2ccccc2)c2ccccc2)cc1, c1ccc(P(c2ccccc2)c2ccccc2)cc1, c1ccc(P(c2ccccc2)c2ccccc2)cc1. Yields the product COc1cc2c(cc1C(F)(F)F)N(C(=O)Nc1cc(F)cc(-c3cnccc3C)c1)CC2. RXN SMILES: [CH3:27][c:28]1[c:29]([B:34]([OH:35])[OH:36])[cH:30][n:31][cH:32][cH:33]1.[CH3:43][O:44][CH2:45][CH2:46][O:47][CH3:48].[F:1][c:2]1[cH:3][c:4]([NH:9][C:10](=[O:11])[N:12]2[CH2:13][CH2:14][c:15]3[cH:16][c:17]([O:25][CH3:26])[c:18]([C:21]([F:22])([F:23])[F:24])[cH:19][c:20]32)[cH:5][c:6]([I:8])[cH:7]1.[Na+:37].[Na+:38].[O-:39][C:40](=[O:41])[O-:42].[OH2:49].[Pd:50].[c:108]1([P:109]([c:110]2[cH:111][cH:112][cH:113][cH:114][cH:115]2)[c:116]2[cH:117][cH:118][cH:119][cH:120][cH:121]2)[cH:122][cH:123][cH:124][cH:125][cH:126]1.[c:51]1([P:52]([c:53]2[cH:54][cH:55][cH:56][cH:57][cH:58]2)[c:59]2[cH:60][cH:61][cH:62][cH:63][cH:64]2)[cH:65][cH:66][cH:67][cH:68][cH:69]1.[c:70]1([P:71]([c:72]2[cH:73][cH:74][cH:75][cH:76][cH:77]2)[c:78]2[cH:79][cH:80][cH:81][cH:82][cH:83]2)[cH:84][cH:85][cH:86][cH:87][cH:88]1.[c:89]1([P:90]([c:91]2[cH:92][cH:93][cH:94][cH:95][cH:96]2)[c:97]2[cH:98][cH:99][cH:100][cH:101][cH:102]2)[cH:103][cH:104][cH:105][cH:106][cH:107]1>>[F:1][c:2]1[cH:3][c:4]([NH:9][C:10](=[O:11])[N:12]2[CH2:13][CH2:14][c:15]3[cH:16][c:17]([O:25][CH3:26])[c:18]([C:21]([F:22])([F:23])[F:24])[cH:19][c:20]32)[cH:5][c:6](-[c:29]2[c:28]([CH3:27])[cH:33][cH:32][n:31][cH:30]2)[cH:7]1. The reactants are O=C(Cl)c1cc(Cl)cc(Cl)c1, ClCCl, Nc1ccc(F)c([N+](=O)[O-])c1, c1ccncc1. The product is O=C(Nc1ccc(F)c([N+](=O)[O-])c1)c1cc(Cl)cc(Cl)c1. As a reaction SMILES: [Cl:18][c:19]1[cH:20][c:21]([C:22](=[O:23])[Cl:24])[cH:25][c:26]([Cl:28])[cH:27]1.[Cl:29][CH2:30][Cl:31].[F:1][c:2]1[c:3]([N+:9](=[O:10])[O-:11])[cH:4][c:5]([NH2:8])[cH:6][cH:7]1.[cH:12]1[cH:13][cH:14][n:15][cH:16][cH:17]1>>[F:1][c:2]1[c:3]([N+:9](=[O:10])[O-:11])[cH:4][c:5]([NH:8][C:22]([c:21]2[cH:20][c:19]([Cl:18])[cH:27][c:26]([Cl:28])[cH:25]2)=[O:23])[cH:6][cH:7]1. Starting materials: CCCC(=O)Cl, ClCCl, COC(=O)C(C)(C)C#Cc1cc([N+](=O)[O-])ccc1N, c1ccncc1. Product: CCCC(=O)Nc1ccc([N+](=O)[O-])cc1C#CC(C)(C)C(=O)OC. RXN SMILES: [C:26]([CH2:27][CH2:28][CH3:29])(=[O:30])[Cl:31].[Cl:32][CH2:33][Cl:34].[NH2:1][c:2]1[c:3]([C:11]#[C:12][C:13]([C:14](=[O:15])[O:16][CH3:17])([CH3:18])[CH3:19])[cH:4][c:5]([N+:8](=[O:9])[O-:10])[cH:6][cH:7]1.[cH:20]1[cH:21][cH:22][n:23][cH:24][cH:25]1>>[NH:1]([c:2]1[c:3]([C:11]#[C:12][C:13]([C:14](=[O:15])[O:16][CH3:17])([CH3:18])[CH3:19])[cH:4][c:5]([N+:8](=[O:9])[O-:10])[cH:6][cH:7]1)[C:26]([CH2:27][CH2:28][CH3:29])=[O:30]. Starting materials: Brc1ccc(Br)nc1, CS(C)=O, CSC, [Na], O. The product is CSc1ccc(Br)cn1. Reaction SMILES: [Br:1][c:2]1[cH:3][n:4][c:5]([Br:8])[cH:6][cH:7]1.[CH3:13][S:14]([CH3:15])=[O:16].[CH3:9][S:10][CH3:11].[Na:12].[OH2:17]>>[Br:1][c:2]1[cH:3][n:4][c:5]([S:10][CH3:9])[cH:6][cH:7]1.